From a dataset of the Open Reaction Database (ORD), a public repository of structured organic reaction records. describe an organic reaction: reactants, conditions, products, and yield Starting materials: C(C(C)(C)C)(=O)OC[C@@H](OC(C)(C)C)C1=C(C2=C(N=C(S2)Br)C=C1C)C1=CC=C(C=C1)Cl ((S)-2-(2-bromo-7-(4-chlorophenyl)-5-methylbenzo[d]thiazol-6-yl)-2-tert-butoxyethyl pivalate), ClC1=NC=CC(=C1)B(O)O (2-chloropyridin-4-ylboronic acid), C([O-])([O-])=O.[K+].[K+] (potassium carbonate), C(C(C)(C)C)(=O)OC[C@H](C1=C(C2=C(N=C(S2)C2=CC(=NC=C2)Cl)C=C1C)C1=CC=C(C=C1)Cl)OC(C)(C)C ((S)-2-tert-butoxy-2-(7-(4-chlorophenyl)-2-(2-chloropyridin-4-yl)-5-methylbenzo[d]thiazol-6-yl)ethyl pivalate), C(C(C)(C)C)(=O)OC[C@@H](OC(C)(C)C)C1=C(C2=C(N=C(S2)Br)C=C1C)C1=CC=C(C=C1)Cl ((S)-2-(2-bromo-7-(4-chlorophenyl)-5-methylbenzo[d]thiazol-6-yl)-2-tert-butoxyethyl pivalate). Reagents/catalysts: C=1C=CC(=CC1)[P](C=2C=CC=CC2)(C=3C=CC=CC3)[Pd]([P](C=4C=CC=CC4)(C=5C=CC=CC5)C=6C=CC=CC6)([P](C=7C=CC=CC7)(C=8C=CC=CC8)C=9C=CC=CC9)[P](C=1C=CC=CC1)(C=1C=CC=CC1)C=1C=CC=CC1 (Pd(PPh3)4). Solvent: O1CCOCC1 (dioxane). Run at temperature 90 celsius. Yields the product C(C)(C)(C)O[C@H](CO)C1=C(C2=C(N=C(S2)C2=CC(=NC=C2)C2=CC=C3C=NN(C3=C2)C)C=C1C)C1=CC=C(C=C1)Cl ((S)-2-tert-butoxy-2-(7-(4-chlorophenyl)-5-methyl-2-(2-(1-methyl-1H-indazol-6-yl)pyridin-4-yl)benzo[d]thiazol-6-yl)ethanol). RXN SMILES: C(OC[C@H]([C:15]1[C:24](C)=[CH:23][C:18]2[N:19]=[C:20](Br)S[C:17]=2[C:16]=1C1C=CC(Cl)=CC=1)OC(C)(C)C)(=O)C(C)(C)C.Cl[C:34]1C=C(B(O)O)C=C[N:35]=1.C(=O)([O-])[O-].[K+].[K+].C([O:55][CH2:56][C@@H:57]([O:82][C:83]([CH3:86])([CH3:85])[CH3:84])[C:58]1[C:73]([CH3:74])=[CH:72][C:61]2[N:62]=[C:63]([C:65]3[CH:70]=[CH:69][N:68]=[C:67](Cl)[CH:66]=3)[S:64][C:60]=2[C:59]=1[C:75]1[CH:80]=[CH:79][C:78]([Cl:81])=[CH:77][CH:76]=1)(=O)C(C)(C)C>O1CCOCC1.C1C=CC([P]([Pd]([P](C2C=CC=CC=2)(C2C=CC=CC=2)C2C=CC=CC=2)([P](C2C=CC=CC=2)(C2C=CC=CC=2)C2C=CC=CC=2)[P](C2C=CC=CC=2)(C2C=CC=CC=2)C2C=CC=CC=2)(C2C=CC=CC=2)C2C=CC=CC=2)=CC=1>[C:83]([O:82][C@@H:57]([C:58]1[C:73]([CH3:74])=[CH:72][C:61]2[N:62]=[C:63]([C:65]3[CH:70]=[CH:69][N:68]=[C:67]([C:24]4[CH:23]=[C:18]5[C:17]([CH:34]=[N:35][N:19]5[CH3:20])=[CH:16][CH:15]=4)[CH:66]=3)[S:64][C:60]=2[C:59]=1[C:75]1[CH:80]=[CH:79][C:78]([Cl:81])=[CH:77][CH:76]=1)[CH2:56][OH:55])([CH3:85])([CH3:84])[CH3:86] |f:2.3.4,^1:96,98,117,136|. Procedure details: A mixture of (S)-2-(2-bromo-7-(4-chlorophenyl)-5-methylbenzo[d]thiazol-6-yl)-2-tert-butoxyethyl pivalate (0.190 g, 0.35 mmol), 2-chloropyridin-4-ylboronic acid (0.66 g, 0.42 mmol), Pd(PPh3)4 (0.020 g, 0.0175, aq. 2M potassium carbonate solution (0.7 mL, 1.4 mmol) in degassed dioxane (2.0 mL) was heated at 90° C. for 3 hr. LC/MS indicated a 1.5:1 ratio of (S)-2-tert-butoxy-2-(7-(4-chlorophenyl)-2-(2-chloropyridin-4-yl)-5-methylbenzo[d]thiazol-6-yl)ethyl pivalate to (S)-2-(2-bromo-7-(4-chloropheny... The reactants are CO, CC(=O)Nc1ccc(Cl)c(I)c1F, Cl. Yields the product Nc1ccc(Cl)c(I)c1F. As a reaction SMILES: [CH3:15][OH:16].[Cl:1][c:2]1[c:3]([I:13])[c:4]([F:12])[c:5]([NH:8][C:9](=[O:10])[CH3:11])[cH:6][cH:7]1.[ClH:14]>>[Cl:1][c:2]1[c:3]([I:13])[c:4]([F:12])[c:5]([NH2:8])[cH:6][cH:7]1.